This data is from the Open Reaction Database (ORD), a public repository of structured organic reaction records. The task is: describe an organic reaction: reactants, conditions, products, and yield The reactants are CCN(CC)S(F)(F)F, OCc1nccc(Cl)n1, ClCCl, [Na+], O=C([O-])O. Product: FCc1nccc(Cl)n1. RXN SMILES: [CH2:10]([N:11]([S:12]([F:13])([F:14])[F:16])[CH2:15][CH3:17])[CH3:18].[Cl:1][c:2]1[n:3][c:4]([CH2:8][OH:9])[n:5][cH:6][cH:7]1.[Cl:24][CH2:25][Cl:26].[Na+:23].[O-:19][C:20]([OH:21])=[O:22]>>[Cl:1][c:2]1[n:3][c:4]([CH2:8][F:16])[n:5][cH:6][cH:7]1.